This data is from the Open Reaction Database (ORD), a public repository of structured organic reaction records. The task is: describe an organic reaction: reactants, conditions, products, and yield Procedure: A suspension of 1.4 g. (0.004 moles) of (2-bromophenoxy)-(2-formamido-4-chlorophenoxy)-methane (m.p.: 98° to 100° C.), 0.6 g. (0.0042 moles) of potassium carbonate, 0.2 g. of copper powder and 12 ml. of Dowtherm(®) is heated up to 180° C. and is vigorously stirred at this temperature for 8 hours. The reaction mixture is filtered while hot, then the solvent is evaporated in vacuo. The remaining dark tar is hydrolyzed by boiling in a mixture of 20 ml. of ethanol and 2 ml. of a 20% aqueous sodium h... As a reaction SMILES: Br[C:2]1[CH:20]=[CH:19][CH:18]=[CH:17][C:3]=1[O:4][CH2:5][O:6][C:7]1[CH:12]=[CH:11][C:10]([Cl:13])=[CH:9][C:8]=1[NH:14]C=O.C(=O)([O-])[O-].[K+].[K+].C1C=CC(C2C=CC=CC=2)=CC=1.C1C=CC(OC2C=CC=CC=2)=CC=1>[Cu]>[Cl:13][C:10]1[CH:11]=[CH:12][C:7]2[O:6][CH2:5][O:4][C:3]3[CH:17]=[CH:18][CH:19]=[CH:20][C:2]=3[NH:14][C:8]=2[CH:9]=1 |f:1.2.3,4.5|. The reagents and catalysts are [Cu] (copper). Starting materials: BrC1=C(OCOC2=C(C=C(C=C2)Cl)NC=O)C=CC=C1 ((2-bromophenoxy)-(2-formamido-4-chlorophenoxy)-methane), C([O-])([O-])=O.[K+].[K+] (potassium carbonate), C1=CC=C(C=C1)C2=CC=CC=C2.C1=CC=C(C=C1)OC2=CC=CC=C2 (Dowtherm). The product is ClC1=CC2=C(OCOC3=C(N2)C=CC=C3)C=C1 (2-Chloro-12H-dibenzo[d,g][1,3,6]dioxazocine). Run at time 8 hour.